From a dataset of the Open Reaction Database (ORD), a public repository of structured organic reaction records. describe an organic reaction: reactants, conditions, products, and yield Starting materials: CO, [Cl-], O=Cc1ccc(Cl)c([N+](=O)[O-])c1, [Fe], [NH4+], O. The product is Nc1cc(C=O)ccc1Cl. As a reaction SMILES: [CH3:15][OH:16].[Cl-:13].[Cl:1][c:2]1[c:3]([N+:10]([O-:11])=[O:12])[cH:4][c:5]([CH:6]=[O:7])[cH:8][cH:9]1.[Fe:18].[NH4+:14].[OH2:17]>>[Cl:1][c:2]1[c:3]([NH2:10])[cH:4][c:5]([CH:6]=[O:7])[cH:8][cH:9]1. Starting materials: C(C)OC(=O)C=1C=NN(C1C)C1=NC(=C(C=C1)I)C (1-(5-Iodo-6-methylpyridin-2-yl)-5-methyl-1H-pyrazole-4-carboxylic acid ethyl ester), C(C)OC(=O)C=1C=NN(C1C)C1=NC=C(C=C1)Br (1-(5-bromopyridin-2-yl)-5-methyl-1H-pyrazole-4-carboxylic acid ethyl ester). Yields the product C(C)C=1C=CC(=NC1C)N1N=CC(=C1C)C(=O)O (1-(5-Ethyl-6-methylpyridin-2-yl)-5-methyl-1H-pyrazole-4-carboxylic acid). RXN SMILES: C([O:3][C:4]([C:6]1[CH:7]=[N:8][N:9]([C:12]2[CH:17]=[CH:16][C:15](I)=[C:14]([CH3:19])[N:13]=2)[C:10]=1[CH3:11])=[O:5])C.[CH2:20](OC(C1C=NN(C2C=CC(Br)=CN=2)C=1C)=O)[CH3:21]>>[CH2:20]([C:15]1[CH:16]=[CH:17][C:12]([N:9]2[C:10]([CH3:11])=[C:6]([C:4]([OH:3])=[O:5])[CH:7]=[N:8]2)=[N:13][C:14]=1[CH3:19])[CH3:21]. Procedure: 1-(5-Iodo-6-methylpyridin-2-yl)-5-methyl-1H-pyrazole-4-carboxylic acid ethyl ester described n Reference Example 31 was used in place of 1-(5-bromopyridin-2-yl)-5-methyl-1H-pyrazole-4-carboxylic acid ethyl ester in Reference Example 28, and reacted and treated in a similar manner to give the titled compound.